This data is from the Open Reaction Database (ORD), a public repository of structured organic reaction records. The task is: describe an organic reaction: reactants, conditions, products, and yield Starting materials: C1(=CC=CC=C1)[C@@H]1NC(N[C@@H]1C1=CC=CC=C1)=S (cis-4,5-Diphenylimidazolidine-2-thione), BrC=1C=C(CCl)C=CC1 (3-bromobenzyl chloride). The solvent is CCO (EtOH). The product is Cl.BrC=1C=C(CSC=2N[C@@H]([C@@H](N2)C2=CC=CC=C2)C2=CC=CC=C2)C=CC1 (2-[(3-Bromobenzyl)thio]-cis-4,5-diphenyl-4,5-dihydro-1H-imidazole hydrochloride). The yield is 82.5%. RXN SMILES: [C:1]1([C@H:7]2[C@@H:11]([C:12]3[CH:17]=[CH:16][CH:15]=[CH:14][CH:13]=3)[NH:10][C:9](=[S:18])[NH:8]2)[CH:6]=[CH:5][CH:4]=[CH:3][CH:2]=1.[Br:19][C:20]1[CH:21]=[C:22]([CH:25]=[CH:26][CH:27]=1)[CH2:23][Cl:24]>CCO>[ClH:24].[Br:19][C:20]1[CH:21]=[C:22]([CH:25]=[CH:26][CH:27]=1)[CH2:23][S:18][C:9]1[NH:8][C@H:7]([C:1]2[CH:2]=[CH:3][CH:4]=[CH:5][CH:6]=2)[C@H:11]([C:12]2[CH:13]=[CH:14][CH:15]=[CH:16][CH:17]=2)[N:10]=1 |f:3.4|. Procedure details: A mixture of intermediate 25 (200 mg, 0.786 mmol) and 3-bromobenzyl chloride (0.201 mL, 1.57 mmol) in abs. EtOH (2 mL) is heated at 95° C. for 24 h. The reaction mixture is cooled to RT, evaporated to dryness, and the residue suspended in Et2O. The insoluble material is filtered to give 298 mg of the product 220. 1H NMR (DMSO-d6) δ 11.30 (s, 2 H), 7.95-7.80 (m, 1 H), 7.75-7.50 (m, 2 H), 7.50-7.35 (m, 1 H), 7.15-6.90 (m, 6 H), 6.90-6.60 (m, 4 H), 5.78 (s, 2 H), 4.80 (s, 2 H); MS: m/z 423 (M++1).